This data is from the Open Reaction Database (ORD), a public repository of structured organic reaction records. The task is: describe an organic reaction: reactants, conditions, products, and yield Reactants: CC(C)(C)OCl, ClC(Cl)(Cl)Cl, Oc1ccc(Oc2cc(F)cc(F)c2)cc1. Yields the product Oc1ccc(Oc2cc(F)cc(F)c2)cc1Cl. As a reaction SMILES: [C:17]([O:18][Cl:22])([CH3:19])([CH3:20])[CH3:21].[C:23]([Cl:24])([Cl:25])([Cl:26])[Cl:27].[F:1][c:2]1[cH:3][c:4]([O:5][c:6]2[cH:7][cH:8][c:9]([OH:12])[cH:10][cH:11]2)[cH:13][c:14]([F:16])[cH:15]1>>[F:1][c:2]1[cH:3][c:4]([O:5][c:6]2[cH:7][c:8]([Cl:22])[c:9]([OH:12])[cH:10][cH:11]2)[cH:13][c:14]([F:16])[cH:15]1. The product is COc1ccc(C(C)=O)c(NC(=O)c2csc(C(F)(F)F)n2)c1Cl. Reactants: O=C(Cl)C(=O)Cl, ClCCl, O=C([O-])c1csc(C(F)(F)F)n1, [Li+], COc1ccc(C(C)=O)c(N)c1Cl, CN(C)C=O, C1COCCO1. As a reaction SMILES: [Cl:1][C:2]([C:3]([Cl:4])=[O:5])=[O:6].[Cl:33][CH2:34][Cl:35].[F:7][C:8]([c:9]1[s:10][cH:11][c:12]([C:14](=[O:15])[O-:16])[n:13]1)([F:17])[F:18].[Li+:19].[NH2:20][c:21]1[c:22]([C:30]([CH3:31])=[O:32])[cH:23][cH:24][c:25]([O:28][CH3:29])[c:26]1[Cl:27].[O:36]=[CH:37][N:38]([CH3:39])[CH3:40].[O:41]1[CH2:42][CH2:43][O:44][CH2:45][CH2:46]1>>[F:7][C:8]([c:9]1[s:10][cH:11][c:12]([C:14](=[O:16])[NH:20][c:21]2[c:22]([C:30]([CH3:31])=[O:32])[cH:23][cH:24][c:25]([O:28][CH3:29])[c:26]2[Cl:27])[n:13]1)([F:17])[F:18]. Reactants: CC(=O)Oc1cc2c(cc1C=O)C1CCC3(CO[SiH](C)C)C(CCC3C(C)(C)C)C1CC2, O=C([O-])[O-], CO, CCOC(C)=O, [K+], [K+]. Product: C[SiH](C)OCC12CCC3c4cc(C=O)c(O)cc4CCC3C1CCC2C(C)(C)C. Reaction SMILES: [C:1](=[O:2])([CH3:3])[O:4][c:5]1[cH:6][c:7]2[c:24]([cH:25][c:26]1[CH:27]=[O:28])[CH:23]1[CH:10]([CH2:9][CH2:8]2)[CH:11]2[CH2:12][CH2:13][CH:14]([C:29]([CH3:30])([CH3:31])[CH3:32])[C:15]2([CH2:16][O:17][SiH:18]([CH3:19])[CH3:20])[CH2:21][CH2:22]1.[C:33](=[O:34])([O-:35])[O-:36].[CH3:39][OH:40].[CH3:41][CH2:42][O:43][C:44]([CH3:45])=[O:46].[K+:37].[K+:38]>>[OH:4][c:5]1[cH:6][c:7]2[c:24]([cH:25][c:26]1[CH:27]=[O:28])[CH:23]1[CH:10]([CH2:9][CH2:8]2)[CH:11]2[CH2:12][CH2:13][CH:14]([C:29]([CH3:30])([CH3:31])[CH3:32])[C:15]2([CH2:16][O:17][SiH:18]([CH3:19])[CH3:20])[CH2:21][CH2:22]1. Starting materials: CCOC(=O)OCC, CC(C)NC(C)C(O)CO. Product: CC(C)N1C(=O)OC(CO)C1C. RXN SMILES: [CH2:11]([O:13][C:12](=[O:14])[O:15][CH2:16][CH3:17])[CH3:18].[OH:1][CH2:2][CH:3]([CH:4]([CH3:5])[NH:6][CH:7]([CH3:8])[CH3:9])[OH:10]>>[OH:1][CH2:2][CH:3]1[CH:4]([CH3:5])[N:6]([CH:7]([CH3:8])[CH3:9])[C:11](=[O:13])[O:10]1. Product: O=Cc1c(Cl)cncc1Cl. Reaction SMILES: [CH2:8]([Li:9])[CH2:10][CH2:11][CH3:12].[CH3:21][N:22]([CH:23]=[O:24])[CH3:25].[CH:1]([NH:2][CH:3]([CH3:4])[CH3:5])([CH3:6])[CH3:7].[Cl-:26].[Cl:13][c:14]1[cH:15][n:16][cH:17][c:18]([Cl:20])[cH:19]1.[NH4+:27].[O:28]1[CH2:29][CH2:30][CH2:31][CH2:32]1>>[Cl:13][c:14]1[cH:15][n:16][cH:17][c:18]([Cl:20])[c:19]1[CH:23]=[O:24]. Starting materials: [Li]CCCC, CN(C)C=O, CC(C)NC(C)C, [Cl-], Clc1cncc(Cl)c1, [NH4+], C1CCOC1.